This data is from the Open Reaction Database (ORD), a public repository of structured organic reaction records. The task is: describe an organic reaction: reactants, conditions, products, and yield The reactants are N(=O)[O-].[Na+] (SODIUM NITRITE), NC=1C(=NC=C(N1)SC)Br (3-AMINO-2-BROMO-5-METHYLTHIOPYRAZINE). Solvent: O (WATER), C(C)(=O)O (ACETIC ACID). Yields the product BrC1=NC=C(N=C1O)SC (2-BROMO-3-HYDROXY-5-METHYLTHIOPYRAZINE). RXN SMILES: N([O-])=[O:2].[Na+].N[C:6]1[C:7]([Br:14])=[N:8][CH:9]=[C:10]([S:12][CH3:13])[N:11]=1>O.C(O)(=O)C>[Br:14][C:7]1[C:6]([OH:2])=[N:11][C:10]([S:12][CH3:13])=[CH:9][N:8]=1 |f:0.1|. Procedure: A SOLUTION OF SODIUM NITRITE (842 MG, 12.2 MMOL) IN WATER (100 ML) WAS ADDED TO A STIRRED SOLUTION OF 3-AMINO-2-BROMO-5-METHYLTHIOPYRAZINE (2.44 G, 11.1 MMOL) IN ACETIC ACID (100 ML) AT 0°C. THE REACTION WAS WARMED TO RT AND AFTER 16 H THE REACTION MIXTURE WAS PARTITIONED BETWEEN WATER AND METHYLENE CHLORIDE. THE ORGANIC LAYER WAS DRIED (NA2SO4) AND EVAPORATED IN VACUO. THE CRUDE PRODUCT WAS PURIFIED BY FLASH COLUMN CHROMATOGRAPHY ON SILICA GEL (40% ETHYL ACETATE/HEXANES) TO GIVE THE TITLE COMPO... Starting materials: ClC1=NC(=CC(=N1)Cl)Cl (2,4,6-trichloropyrimidine), NCC(C)(C)C (1-amino-2,2-dimethylpropane). Run in O1CCCC1 (tetrahydrofuran). The product is ClC1=NC(=NC(=C1)Cl)NCC(C)(C)C (4,6-dichloro-2-(2,2-dimethylpropylamino) pyrimidine). RXN SMILES: Cl[C:2]1[N:7]=[C:6]([Cl:8])[CH:5]=[C:4]([Cl:9])[N:3]=1.[NH2:10][CH2:11][C:12]([CH3:15])([CH3:14])[CH3:13]>O1CCCC1>[Cl:9][C:4]1[CH:5]=[C:6]([Cl:8])[N:7]=[C:2]([NH:10][CH2:11][C:12]([CH3:15])([CH3:14])[CH3:13])[N:3]=1. Procedure: After dropwise adding 25 g (136.3 mmoles) of 2,4,6-trichloropyrimidine to a solution of 23.84 g (273.5 mmoles) of 1-amino-2,2-dimethylpropane in 200 ml of tetrahydrofuran at a temperature between 10° and 15° C. while cooling under stirring, the reaction mixture is stirred at room temperature for 30 minutes, then evaporated. The residue is distributed between 300 ml of chloroform and 50 ml of 10% sodium hydroxide solution. After separation the organic phase is washed 4 times with 100 ml of water ... The reactants are CCc1nc2c(F)ccc(OC(C)C(=O)OC)c2c(OC(F)F)c1Cc1ccc(C(=O)NC2CCC2)cc1Cl, [Li+], C1CCOC1, [OH-]. The product is CCc1nc2c(F)ccc(OC(C)C(=O)O)c2c(OC(F)F)c1Cc1ccc(C(=O)NC2CCC2)cc1Cl. As a reaction SMILES: [CH3:1][O:2][C:3]([CH:4]([CH3:5])[O:6][c:7]1[c:8]2[c:9]([O:35][CH:36]([F:37])[F:38])[c:10]([CH2:20][c:21]3[c:22]([Cl:34])[cH:23][c:24]([C:27]([NH:28][CH:29]4[CH2:30][CH2:31][CH2:32]4)=[O:33])[cH:25][cH:26]3)[c:11]([CH2:18][CH3:19])[n:12][c:13]2[c:14]([F:17])[cH:15][cH:16]1)=[O:39].[Li+:40].[O:42]1[CH2:43][CH2:44][CH2:45][CH2:46]1.[OH-:41]>>[O:2]=[C:3]([CH:4]([CH3:5])[O:6][c:7]1[c:8]2[c:9]([O:35][CH:36]([F:37])[F:38])[c:10]([CH2:20][c:21]3[c:22]([Cl:34])[cH:23][c:24]([C:27]([NH:28][CH:29]4[CH2:30][CH2:31][CH2:32]4)=[O:33])[cH:25][cH:26]3)[c:11]([CH2:18][CH3:19])[n:12][c:13]2[c:14]([F:17])[cH:15][cH:16]1)[OH:39].